Dataset: the Open Reaction Database (ORD), a public repository of structured organic reaction records. Task: describe an organic reaction: reactants, conditions, products, and yield The reactants are Cl (hydrochloric acid), COC(CNC(=O)C=1N=C(N2C1CN(CC2)C(C[C@@H](CC2=C(C=C(C(=C2)F)F)F)NC(=O)OC(C)(C)C)=O)C(F)(F)F)=O ((R)-({7-[3-tert-butoxycarbonylamino-4-(2,4,5-trifluoro-phenyl)-butyryl]-3-trifluoromethyl-5,6,7,8-tetrahydro-imidazo[1,5-a]pyrazine-1-carbonyl}-amino)-acetic acid methyl ester). Solvent: C(C)(=O)OCC (ethyl acetate), C(C)(=O)OCC (ethyl acetate). Yields the product Cl.COC(CNC(=O)C=1N=C(N2C1CN(CC2)C(C[C@@H](CC2=C(C=C(C(=C2)F)F)F)N)=O)C(F)(F)F)=O ((R)-({7-[3-amino-4-(2,4,5-trifluoro-phenyl)-butyryl]-3-trifluoromethyl-5,6,7,8-tetrahydro-imidazo[1,5-a]pyrazine-1-carbonyl}-amino)-acetic acid methyl ester hydrochloride). The yield is 99.0%. RXN SMILES: [CH3:1][O:2][C:3](=[O:43])[CH2:4][NH:5][C:6]([C:8]1[N:9]=[C:10]([C:39]([F:42])([F:41])[F:40])[N:11]2[CH2:16][CH2:15][N:14]([C:17](=[O:38])[CH2:18][C@H:19]([NH:30]C(OC(C)(C)C)=O)[CH2:20][C:21]3[CH:26]=[C:25]([F:27])[C:24]([F:28])=[CH:23][C:22]=3[F:29])[CH2:13][C:12]=12)=[O:7].[ClH:44]>C(OCC)(=O)C>[ClH:44].[CH3:1][O:2][C:3](=[O:43])[CH2:4][NH:5][C:6]([C:8]1[N:9]=[C:10]([C:39]([F:41])([F:40])[F:42])[N:11]2[CH2:16][CH2:15][N:14]([C:17](=[O:38])[CH2:18][C@H:19]([NH2:30])[CH2:20][C:21]3[CH:26]=[C:25]([F:27])[C:24]([F:28])=[CH:23][C:22]=3[F:29])[CH2:13][C:12]=12)=[O:7] |f:3.4|. Procedure: (R)-({7-[3-tert-Butoxycarbonylamino-4-(2,4,5-trifluoro-phenyl)-butyryl]-3-trifluoromethyl-5,6,7,8-tetrahydro-imidazo[1,5-a]pyrazine-1-carbonyl}-amino)-acetic acid methyl ester 16a (0.09 g, 0.145 mmol) and 2 mL of ethyl acetate were added into the reaction flask. A solution of 2.3 N hydrochloric acid in 4 mL of ethyl acetate was then added to the flask. The reaction mixture was reacted at room temperature for 3 hours and monitored by thin layer chromatography until the disappearance of the starti... Starting materials: C(C)(C)(C)OC(=O)N1CC(C1)OS(=O)(=O)C (3-methanesulfonyloxy-azetidine-1-carboxylic acid tert-butyl ester), C(=O)([O-])[O-].[Cs+].[Cs+] (Cs2CO3), BrC=1C=C(C=CC1)O (3-bromophenol). The solvent is [Cl-].[Na+].O (Brine), CN(C)C=O (DMF). Conditions: temperature 80 celsius. The product is C(C)(C)(C)OC(=O)N1CC(C1)OC1=CC(=CC=C1)Br (3-(3-Bromo-phenoxy)-azetidine-1-carboxylic acid tert-butyl ester). Isolated yield 84.9%. As a reaction SMILES: [C:1]([O:5][C:6]([N:8]1[CH2:11][CH:10]([O:12]S(C)(=O)=O)[CH2:9]1)=[O:7])([CH3:4])([CH3:3])[CH3:2].C([O-])([O-])=O.[Cs+].[Cs+].[Br:23][C:24]1[CH:25]=[C:26](O)[CH:27]=[CH:28][CH:29]=1>CN(C=O)C.[Cl-].[Na+].O>[C:1]([O:5][C:6]([N:8]1[CH2:11][CH:10]([O:12][C:28]2[CH:27]=[CH:26][CH:25]=[C:24]([Br:23])[CH:29]=2)[CH2:9]1)=[O:7])([CH3:4])([CH3:3])[CH3:2] |f:1.2.3,6.7.8|. Reported procedure: To 3-methanesulfonyloxy-azetidine-1-carboxylic acid tert-butyl ester (0.795 g, 3.16 mmol) and Cs2CO3 (1.13 g, 3.48 mmol) in DMF (30 mL) was added 3-bromophenol (0.547 g, 3.16 mmol). The reaction was heated to 80° C. for 18 h, then cooled to rt. Brine was added and the mixture extracted with Et2O (2×). The combined organics were washed with brine and dried. Silica gel chromatography (0-40% EtOAc in hexanes) gave 0.881 g (85%) of the title compound. MS (ESI): mass calcd. for C14H18BrNO3, 327.05; m...